From a dataset of the Open Reaction Database (ORD), a public repository of structured organic reaction records. describe an organic reaction: reactants, conditions, products, and yield The reactants are C(C1=CC=CC=C1)[C@@H]1N(C(OC1)=O)C([C@H](CC1=CC(=CC=C1)O)OC(C)C)=O ((4S)-4-benzyl-3-[(2S)-3-(3-hydroxyphenyl)-2-isopropoxypropionyl]-1,3-oxazolidin-2-one), S(=O)([O-])[O-].[Na+].[Na+] (sodium sulfite), [OH-].[Li+] (lithium hydroxide), Cl (hydrochloric acid). The solvent is O1CCCC1 (tetrahydrofuran), OO (hydrogen peroxide). Run at temperature 0 celsius, time 1 hour. Product: OC=1C=C(C=CC1)C[C@@H](C(=O)O)OC(C)C ((2S)-3-(3-hydroxyphenyl)-2-isopropoxypropionic acid). RXN SMILES: C([C@H]1COC(=O)N1[C:14](=[O:28])[C@@H:15]([O:24][CH:25]([CH3:27])[CH3:26])[CH2:16][C:17]1[CH:22]=[CH:21][CH:20]=[C:19]([OH:23])[CH:18]=1)C1C=CC=CC=1.[OH-].[Li+].Cl.S([O-])([O-])=[O:33].[Na+].[Na+]>O1CCCC1.OO>[OH:23][C:19]1[CH:18]=[C:17]([CH2:16][C@H:15]([O:24][CH:25]([CH3:26])[CH3:27])[C:14]([OH:28])=[O:33])[CH:22]=[CH:21][CH:20]=1 |f:1.2,4.5.6|. Procedure: 129.9 g of (4S)-4-benzyl-3-[(2S)-3-(3-hydroxyphenyl)-2-isopropoxypropionyl]-1,3-oxazolidin-2-one was dissolved in 2 L of tetrahydrofuran, to which 140 mL of 30% hydrogen peroxide solution was added. Under cooling with ice, 700 mL of 1N lithium hydroxide solution was added dropwise, followed by stirring at 0° C. for 1 hour. To the reaction mixture was added 1N hydrochloric acid (500 mL), to which a sodium sulfite aqueous solution (10%, 500 mL) was then added slowly. The mixture was poured into a ... Reactants: CCOCC (ether), Cl.O(C)N (methoxylaminehydrochloride), C(C1=CC=CC=C1)Br (benzylbromide), C([O-])([O-])=O.[Na+].[Na+] (sodium carbonate), CN(C=O)C (dimethylformamide). Run in O (water). Conditions: temperature 85 celsius. Product: CON(CC1=CC=CC=C1)CC1=CC=CC=C1 (O-Methyl-N,N-dibenzylhydroxylamine). RXN SMILES: Cl.O(N)C.[CH2:5](Br)[C:6]1[CH:11]=[CH:10][CH:9]=[CH:8][CH:7]=1.[C:13](=[O:16])([O-])[O-].[Na+].[Na+].CCO[CH2:22][CH3:23].C[N:25]([CH3:28])C=O>O>[CH3:13][O:16][N:25]([CH2:28][C:23]1[CH:22]=[CH:8][CH:7]=[CH:6][CH:5]=1)[CH2:5][C:6]1[CH:11]=[CH:10][CH:9]=[CH:8][CH:7]=1 |f:0.1,3.4.5|. Procedure details: A mixture of 5.11 g of methoxylaminehydrochloride, 20.87 g of benzylbromide and 25.8 g of sodium carbonate in 50 ml of dimethylformamide is heated at 85° C. for 4 hrs. The reaction mixture is treated with ether and water. The organic phase is separated and washed with water, dried (MgSO4) and evaporated under reduced pressure. Flash column chromatography of the residue affords the title compound as a clear colorless oil. Reactants: CC(C)CC=C(C=O)c1ccccc1, CCO, [Cl-], [Na+], [Na+], O=C([O-])[O-], O, [NH3+]O. Product: CC(C)CC=C(C=NO)c1ccccc1. RXN SMILES: [CH3:1][CH:2]([CH2:3][CH:4]=[C:5]([CH:6]=[O:7])[c:8]1[cH:9][cH:10][cH:11][cH:12][cH:13]1)[CH3:14].[CH3:24][CH2:25][OH:26].[Cl-:15].[Na+:18].[Na+:19].[O-:20][C:21](=[O:22])[O-:23].[OH2:27].[OH:16][NH3+:17]>>[CH3:1][CH:2]([CH2:3][CH:4]=[C:5]([CH:6]=[N:17][OH:16])[c:8]1[cH:9][cH:10][cH:11][cH:12][cH:13]1)[CH3:14]. Reactants: C1CCOC1, CSCCO, C[Si](C)(C)[N-][Si](C)(C)C, Cc1c(Cl)c(S(C)=O)nc2sc(C(=O)NC3CC3)c(N)c12, [Li+]. The product is CSCCOc1nc2sc(C(=O)NC3CC3)c(N)c2c(C)c1Cl. Reaction SMILES: [CH2:37]1[O:38][CH2:39][CH2:40][CH2:41]1.[CH3:1][S:2][CH2:3][CH2:4][OH:5].[CH3:6][Si:7]([N-:8][Si:9]([CH3:10])([CH3:11])[CH3:12])([CH3:13])[CH3:14].[CH:16]1([NH:19][C:20](=[O:21])[c:22]2[c:23]([NH2:36])[c:24]3[c:25]([n:26][c:27]([S:32]([CH3:33])=[O:34])[c:28]([Cl:31])[c:29]3[CH3:30])[s:35]2)[CH2:17][CH2:18]1.[Li+:15]>>[CH3:1][S:2][CH2:3][CH2:4][O:5][c:27]1[n:26][c:25]2[c:24]([c:23]([NH2:36])[c:22]([C:20]([NH:19][CH:16]3[CH2:17][CH2:18]3)=[O:21])[s:35]2)[c:29]([CH3:30])[c:28]1[Cl:31]. The reactants are C1CCOC1, [N-]=[N+]=NCc1cnc2ccccc2c1, O, c1ccc(P(c2ccccc2)c2ccccc2)cc1. RXN SMILES: [CH2:35]1[O:36][CH2:37][CH2:38][CH2:39]1.[N:1](=[N+:2]=[N-:3])[CH2:4][c:5]1[cH:6][n:7][c:8]2[cH:9][cH:10][cH:11][cH:12][c:13]2[cH:14]1.[OH2:34].[c:15]1([P:16]([c:17]2[cH:18][cH:19][cH:20][cH:21][cH:22]2)[c:23]2[cH:24][cH:25][cH:26][cH:27][cH:28]2)[cH:29][cH:30][cH:31][cH:32][cH:33]1>>[NH2:1][CH2:4][c:5]1[cH:6][n:7][c:8]2[cH:9][cH:10][cH:11][cH:12][c:13]2[cH:14]1. The product is NCc1cnc2ccccc2c1. Reactants: C(C)(=O)O (acetic acid), FC1=C(C(=CC(=C1)C)N)O (2-Fluoro-4-methyl-6-aminophenol), C(#N)[BH3-] (cyanoborohydride), CC1(CCOCC1)N1CCC(CC1)=O (1-(4-methyltetrahydro-2H-pyran-4-yl)-4-piperidinone). Run in C(Cl)Cl (DCM). The product is FC1=C(C(=CC(=C1)C)NC1CCN(CC1)C1(CCOCC1)C)O (2-Fluoro-4-methyl-6-{[1-(4-methyltetrahydro-2H-pyran-4-yl)-4-piperidinyl]amino}phenol). Yield: 46.5%. RXN SMILES: [F:1][C:2]1[CH:7]=[C:6]([CH3:8])[CH:5]=[C:4]([NH2:9])[C:3]=1[OH:10].[CH3:11][C:12]1([N:18]2[CH2:23][CH2:22][C:21](=O)[CH2:20][CH2:19]2)[CH2:17][CH2:16][O:15][CH2:14][CH2:13]1.C([BH3-])#N.C(O)(=O)C>C(Cl)Cl>[F:1][C:2]1[CH:7]=[C:6]([CH3:8])[CH:5]=[C:4]([NH:9][CH:21]2[CH2:22][CH2:23][N:18]([C:12]3([CH3:11])[CH2:17][CH2:16][O:15][CH2:14][CH2:13]3)[CH2:19][CH2:20]2)[C:3]=1[OH:10]. Reported procedure: 2-Amino-6-fluoro-4-methylphenol (D16, 49 mg, 0.34 mmol) was dissolved in DCM (3 mL) and 1-(4-methyltetrahydro-2H-pyran-4-yl)-4-piperidinone (D12, 68 mg, 0.34 mmol), polymer supported cyanoborohydride (160 mg, 0.69 mmol, 4.3 mmol/g) and acetic acid (0.10 mL, 1.72 mmol) were all added at room temperature. The mixture was reacted at 100° C. in the microwave for 10 min. The mixture was then cooled to room temperature, filtered and the solvent was removed under vacuum to give the crude product, an or... The reactants are O=C([O-])O, Cc1ccc(CCl)cc1, [Na+], [Na+], [Na+], O=[Cr](=O)([O-])O[Cr](=O)(=O)[O-]. The product is Cc1ccc(C=O)cc1. As a reaction SMILES: [C:21](=[O:22])([OH:23])[O-:24].[CH3:1][c:2]1[cH:3][cH:4][c:5]([CH2:6][Cl:7])[cH:8][cH:9]1.[Na+:10].[Na+:11].[Na+:25].[O-:12][Cr:13]([O:14][Cr:15](=[O:16])(=[O:17])[O-:18])(=[O:19])=[O:20]>>[CH3:1][c:2]1[cH:3][cH:4][c:5]([CH:6]=[O:12])[cH:8][cH:9]1. Starting materials: CN1C(N(C(C=C1N1CCN(CC1)CCOC1=CC=C(C=C1)NS(=O)(=O)C)=O)C)=O (1,3-dimethyl-6-[4-(2-[4-methanesulfonamidophenoxy]ethyl)piperazin-1-yl]-2,4(1H,3H)-pyrimidinedione), Cl.CO (hydrochloric acid methanol). Product: Cl.CN1C(N(C(C=C1N1CCN(CC1)CCOC1=CC=C(C=C1)NS(=O)(=O)C)=O)C)=O (1,3-dimethyl-6-[4-(2-[4-methanesulfonamidophenoxy]ethyl)piperazin-1-yl]-2,4(1H,3H)-pyrimidinedione.hydrochloride). RXN SMILES: [CH3:1][N:2]1[C:7]([N:8]2[CH2:13][CH2:12][N:11]([CH2:14][CH2:15][O:16][C:17]3[CH:22]=[CH:21][C:20]([NH:23][S:24]([CH3:27])(=[O:26])=[O:25])=[CH:19][CH:18]=3)[CH2:10][CH2:9]2)=[CH:6][C:5](=[O:28])[N:4]([CH3:29])[C:3]1=[O:30].[ClH:31].CO>>[ClH:31].[CH3:1][N:2]1[C:7]([N:8]2[CH2:13][CH2:12][N:11]([CH2:14][CH2:15][O:16][C:17]3[CH:18]=[CH:19][C:20]([NH:23][S:24]([CH3:27])(=[O:25])=[O:26])=[CH:21][CH:22]=3)[CH2:10][CH2:9]2)=[CH:6][C:5](=[O:28])[N:4]([CH3:29])[C:3]1=[O:30] |f:1.2,3.4|. Reported procedure: The Compound x obtained in Reference Example 19 was hydrogenated in the same manner as in Example 6 and then methane-sulfonated in the same manner as in Example 7 to obtain the crystals of 1,3-dimethyl-6-[4-(2-[4-methanesulfonamidophenoxy]ethyl)piperazin-1-yl]-2,4(1H,3H)-pyrimidinedione. This pyrimidinedione derivative was treated with a hydrochloric acid/methanol solution in an ordinary manner to obtain the crystals of 1,3-dimethyl-6-[4-(2-[4-methanesulfonamidophenoxy]ethyl)piperazin-1-yl]-2,4(... Yields the product C(#N)C1=CC=C(C=C1)NC=1N=C(C2=C(N1)C=CS2)OC2=C(C=C(C#N)C=C2C)C (4-(2-(4-cyanophenylamino)thieno[3,2-d]pyrimidin-4-yloxy)-3,5-dimethylbenzonitrile). The reactants are ClC=1N=C(C2=C(N1)C=CS2)OC2=C(C=C(C#N)C=C2C)C (4-(2-chlorothieno[3,2-d]pyrimidin-4-yloxy)-3,5-dimethylbenzonitrile), C(=O)(C(F)(F)F)O (TFA), NC1=CC=C(C#N)C=C1 (4-aminobenzonitrile). Run in C(C)(=O)OCC (ethyl acetate). Procedure: To a solution of 4-(2-chlorothieno[3,2-d]pyrimidin-4-yloxy)-3,5-dimethylbenzonitrile (187 mg, 0.6 mmol), TFA (0.37 mL, 4.8 mmol) in TFE (3 mL) was added 4-aminobenzonitrile (283 mg, 2.4 mmol) in a sealed tube. The reaction was stirred at 90° C. for 15 h. Reaction mixture was diluted with ethyl acetate (5 mL) and washed with saturated NaHCO3 (3×10 mL). The combined organic layers were washed with brine, dried over Na2SO4, filtered and concentrated in vacuo. The crude product was purified by prep ... As a reaction SMILES: Cl[C:2]1[N:3]=[C:4]([O:11][C:12]2[C:19]([CH3:20])=[CH:18][C:15]([C:16]#[N:17])=[CH:14][C:13]=2[CH3:21])[C:5]2[S:10][CH:9]=[CH:8][C:6]=2[N:7]=1.C(O)(C(F)(F)F)=O.[NH2:29][C:30]1[CH:37]=[CH:36][C:33]([C:34]#[N:35])=[CH:32][CH:31]=1>C(OCC)(=O)C>[C:34]([C:33]1[CH:36]=[CH:37][C:30]([NH:29][C:2]2[N:3]=[C:4]([O:11][C:12]3[C:19]([CH3:20])=[CH:18][C:15]([C:16]#[N:17])=[CH:14][C:13]=3[CH3:21])[C:5]3[S:10][CH:9]=[CH:8][C:6]=3[N:7]=2)=[CH:31][CH:32]=1)#[N:35]. Isolated yield 34.0%. Conditions: temperature 90 celsius, time 15 hour. Reaction SMILES: [CH3:37][OH:38].[Na+:36].[OH-:35].[n:1]1[c:2]([CH2:7][n:8]2[n:9][cH:10][c:11]3[cH:12][c:13]([NH:17][c:18]4[n:19][cH:20][n:21][c:22]5[cH:23][cH:24][cH:25][c:26]([O:28][CH:29]([C:30](=[O:31])[O:32][CH3:33])[CH3:34])[c:27]45)[cH:14][cH:15][c:16]23)[cH:3][cH:4][cH:5][cH:6]1>>[n:1]1[c:2]([CH2:7][n:8]2[n:9][cH:10][c:11]3[cH:12][c:13]([NH:17][c:18]4[n:19][cH:20][n:21][c:22]5[cH:23][cH:24][cH:25][c:26]([O:28][CH:29]([C:30](=[O:31])[OH:32])[CH3:34])[c:27]45)[cH:14][cH:15][c:16]23)[cH:3][cH:4][cH:5][cH:6]1. The reactants are CO, [Na+], [OH-], COC(=O)C(C)Oc1cccc2ncnc(Nc3ccc4c(cnn4Cc4ccccn4)c3)c12. The product is CC(Oc1cccc2ncnc(Nc3ccc4c(cnn4Cc4ccccn4)c3)c12)C(=O)O.